This data is from the Open Reaction Database (ORD), a public repository of structured organic reaction records. The task is: describe an organic reaction: reactants, conditions, products, and yield The reactants are CCOC(C)=O, CCOC(=O)Cc1cc([N+](=O)[O-])c(F)cc1F. Yields the product CCOC(=O)Cc1cc(N)c(F)cc1F. Reaction SMILES: [CH3:18][CH2:19][O:20][C:21]([CH3:22])=[O:23].[F:1][c:2]1[c:3]([CH2:12][C:13](=[O:14])[O:15][CH2:16][CH3:17])[cH:4][c:5]([N+:9]([O-:10])=[O:11])[c:6]([F:8])[cH:7]1>>[F:1][c:2]1[c:3]([CH2:12][C:13](=[O:14])[O:15][CH2:16][CH3:17])[cH:4][c:5]([NH2:9])[c:6]([F:8])[cH:7]1. Starting materials: ClC=1C(=NC(=C(C1)C1=CC(=CC=C1)C(F)(F)F)Cl)C(=O)N1CCC(CC1)N1CCCC1 ([3,6-Dichloro-5-(3-trifluoromethyl-phenyl)-pyridin-2-yl]-(4-pyrrolidin-1-yl-piperidin-1-yl)-methanone), C[O-].[Na+] (sodium methoxide). Run in CO (methanol). Yields the product ClC=1C(=NC(=C(C1)C1=CC(=CC=C1)C(F)(F)F)OC)C(=O)N1CCC(CC1)N1CCCC1 ([3-Chloro-6-methoxy-5-(3-trifluoromethyl-phenyl)-pyridin-2-yl]-(4-pyrrolidin-1-yl-piperidin-1-yl)-methanone). Reaction SMILES: [Cl:1][C:2]1[C:3]([C:19]([N:21]2[CH2:26][CH2:25][CH:24]([N:27]3[CH2:31][CH2:30][CH2:29][CH2:28]3)[CH2:23][CH2:22]2)=[O:20])=[N:4][C:5](Cl)=[C:6]([C:8]2[CH:13]=[CH:12][CH:11]=[C:10]([C:14]([F:17])([F:16])[F:15])[CH:9]=2)[CH:7]=1.[CH3:32][O-:33].[Na+]>CO>[Cl:1][C:2]1[C:3]([C:19]([N:21]2[CH2:26][CH2:25][CH:24]([N:27]3[CH2:31][CH2:30][CH2:29][CH2:28]3)[CH2:23][CH2:22]2)=[O:20])=[N:4][C:5]([O:33][CH3:32])=[C:6]([C:8]2[CH:13]=[CH:12][CH:11]=[C:10]([C:14]([F:17])([F:16])[F:15])[CH:9]=2)[CH:7]=1 |f:1.2|. Reported procedure: In analogy to the procedure described for the preparation of example 8, [3,6-dichloro-5-(3-trifluoromethyl-phenyl)-pyridin-2-yl]-(4-pyrrolidin-1-yl-piperidin-1-yl)-methanone (example 21) was reacted with sodium methoxide in methanol at 50° C. to give the title compound as light yellow oil. MS: 468.3 (MH+, 1Cl). The reactants are N(=[N+]=[N-])CCNC=1C(=NON1)C1=NOC(N1C1=CC(=CC=C1)C(F)(F)F)=O (3-{4-[(2-azidoethyl)amino]-1,2,5-oxadiazol-3-yl}-4-[3-(trifluoromethyl)phenyl]-1,2,4-oxadiazol-5(4H)-one), [I-].[Na+] (sodium iodide), Cl[Si](C)(C)C (chlorotrimethylsilane), S(=S)(=O)([O-])[O-].[Na+].[Na+] (sodium thiosulfate). Solvent: CO (methanol), CO (methanol), O (water). Conditions: time 10 minute. Yields the product I.NCCNC=1C(=NON1)C1=NOC(N1C1=CC(=CC=C1)C(F)(F)F)=O (3-{4-[(2-Aminoethyl)amino]-1,2,5-oxadiazol-3-yl}-4-[3-(trifluoromethyl)phenyl]-1,2,4-oxadiazol-5(4H)-one hydroiodide). Reaction SMILES: [N:1]([CH2:4][CH2:5][NH:6][C:7]1[C:8]([C:12]2[N:16]([C:17]3[CH:22]=[CH:21][CH:20]=[C:19]([C:23]([F:26])([F:25])[F:24])[CH:18]=3)[C:15](=[O:27])[O:14][N:13]=2)=[N:9][O:10][N:11]=1)=[N+]=[N-].[I-:28].[Na+].Cl[Si](C)(C)C.S([O-])([O-])(=O)=S.[Na+].[Na+]>CO.O>[IH:28].[NH2:1][CH2:4][CH2:5][NH:6][C:7]1[C:8]([C:12]2[N:16]([C:17]3[CH:22]=[CH:21][CH:20]=[C:19]([C:23]([F:25])([F:24])[F:26])[CH:18]=3)[C:15](=[O:27])[O:14][N:13]=2)=[N:9][O:10][N:11]=1 |f:1.2,4.5.6,9.10|. Reported procedure: To a solution of 3-{4-[(2-azidoethyl)amino]-1,2,5-oxadiazol-3-yl}-4-[3-(trifluoromethyl)phenyl]-1,2,4-oxadiazol-5(4H)-one (1.05 g, 2.8 mmol) in methanol (12 mL) was added sodium iodide (2.5 g, 17 mmol). After stirring for 10 minutes, a solution of chlorotrimethylsilane (2.1 mL, 17 mmol) in methanol (1.41 mL) was added dropwise over 15 minutes. The reaction continued to stir for 40 minutes and then a solution of sodium thiosulfate (2.7 g, 17 mmol) in water (12.5 mL) was added in one portion. A be... Product: O=C(O)C1(CCCc2ccccc2)CO1. Reactants: ClCCl, [Na+], [Na+], O=P([O-])([O-])O, C=C(CCCc1ccccc1)C(=O)O. As a reaction SMILES: [CH2:22]([Cl:23])[Cl:24].[Na+:20].[Na+:21].[P:15](=[O:16])([O-:17])([O-:18])[OH:19].[c:1]1([CH2:7][CH2:8][CH2:9][C:10]([C:11](=[O:12])[OH:13])=[CH2:14])[cH:2][cH:3][cH:4][cH:5][cH:6]1>>[c:1]1([CH2:7][CH2:8][CH2:9][C:10]2([C:11](=[O:12])[OH:13])[CH2:14][O:16]2)[cH:2][cH:3][cH:4][cH:5][cH:6]1. Starting materials: ClC1=CC=CC=2N1N=C(N2)NC(C2=CC=CC=C2)=O (N-(5-chloro[1,2,4]triazolo[1,5-a]pyridin-2-yl)benzamide), Cl.O1CC(CCC1)N (tetrahydro-pyran-3-ylamine hydrochloride). Solvent: CC(=O)N(C)C (DMA). Yields the product O1CC(CCC1)NC1=CC=CC=2N1N=C(N2)NC(C2=CC=CC=C2)=O (N-[5-(tetrahydro-2H-pyran-3-ylamino)[1,2,4]triazolo[1,5-a]pyridin-2-yl]benzamide). As a reaction SMILES: Cl[C:2]1[N:7]2[N:8]=[C:9]([NH:11][C:12](=[O:19])[C:13]3[CH:18]=[CH:17][CH:16]=[CH:15][CH:14]=3)[N:10]=[C:6]2[CH:5]=[CH:4][CH:3]=1.Cl.[O:21]1[CH2:26][CH2:25][CH2:24][CH:23]([NH2:27])[CH2:22]1>CC(N(C)C)=O>[O:21]1[CH2:26][CH2:25][CH2:24][CH:23]([NH:27][C:2]2[N:7]3[N:8]=[C:9]([NH:11][C:12](=[O:19])[C:13]4[CH:18]=[CH:17][CH:16]=[CH:15][CH:14]=4)[N:10]=[C:6]3[CH:5]=[CH:4][CH:3]=2)[CH2:22]1 |f:1.2|. Reported procedure: The title compound was prepared following procedure and work up described for example 30 but starting from N-(5-chloro[1,2,4]triazolo[1,5-a]pyridin-2-yl)benzamide ((B3), 100 mg; 0.37 mmol; 1.0 eq.) and tetrahydro-pyran-3-ylamine hydrochloride (CBI, 257 mg; 1.87 mmol; 5 eq.) in DMA (1 mL) as a white powder (32 mg, 26%). 1H NMR (DMSO-d6) δ 11.05 (s, 1H), 8.00 (d, J=6.8 Hz, 2H), 7.48-7.63 (m, 4H), 6.91 (d, J=8.3 Hz, 1H), 6.46 (d, J=9.0 Hz, 1H), 6.36 (d, J=7.9 Hz, 1H), 3.86 (m, 1H), 3.71 (m, 2H), 3.... Reactants: N#Cc1cccc(Cc2ncc(Cl)cc2C(=O)O)c1, Cl, COC(=O)c1ccc(C(C)N)cc1. The product is COC(=O)c1ccc(C(C)NC(=O)c2cc(Cl)cnc2Cc2cccc(C#N)c2)cc1. As a reaction SMILES: [Cl:1][c:2]1[cH:3][n:4][c:5]([CH2:11][c:12]2[cH:13][c:14]([C:18]#[N:19])[cH:15][cH:16][cH:17]2)[c:6]([C:7](=[O:8])[OH:9])[cH:10]1.[ClH:20].[NH2:21][CH:22]([CH3:23])[c:24]1[cH:25][cH:26][c:27]([C:28](=[O:29])[O:30][CH3:31])[cH:32][cH:33]1>>[Cl:1][c:2]1[cH:3][n:4][c:5]([CH2:11][c:12]2[cH:13][c:14]([C:18]#[N:19])[cH:15][cH:16][cH:17]2)[c:6]([C:7](=[O:9])[NH:21][CH:22]([CH3:23])[c:24]2[cH:25][cH:26][c:27]([C:28](=[O:29])[O:30][CH3:31])[cH:32][cH:33]2)[cH:10]1. Reactants: CN1CCNCC1, Nc1cc(Cl)ccc1[N+](=O)[O-], O. The product is CN1CCN(c2ccc([N+](=O)[O-])c(N)c2)CC1. Reaction SMILES: [CH3:12][N:13]1[CH2:14][CH2:15][NH:16][CH2:17][CH2:18]1.[Cl:1][c:2]1[cH:3][cH:4][c:5]([N+:9](=[O:10])[O-:11])[c:6]([NH2:7])[cH:8]1.[OH2:19]>>[c:2]1([N:16]2[CH2:15][CH2:14][N:13]([CH3:12])[CH2:18][CH2:17]2)[cH:3][cH:4][c:5]([N+:9](=[O:10])[O-:11])[c:6]([NH2:7])[cH:8]1. The reactants are CCOC(C)=O, CCN(C(C)C)C(C)C, CC(C)O, Cc1ccc(S(=O)(=O)n2c(C)cc3c(Cl)nc(Cl)nc32)cc1, Nc1cccc(F)c1C(=O)O. Yields the product Cc1ccc(S(=O)(=O)n2c(C)cc3c(Nc4cccc(F)c4C(=O)O)nc(Cl)nc32)cc1. As a reaction SMILES: [CH3:47][CH2:48][O:49][C:50]([CH3:51])=[O:52].[CH:34]([N:35]([CH:36]([CH3:37])[CH3:38])[CH2:39][CH3:40])([CH3:41])[CH3:42].[CH:43]([OH:44])([CH3:45])[CH3:46].[Cl:1][c:2]1[n:3][c:4]([Cl:22])[c:5]2[c:6]([n:7]1)[n:8]([S:12](=[O:13])(=[O:14])[c:15]1[cH:16][cH:17][c:18]([CH3:21])[cH:19][cH:20]1)[c:9]([CH3:11])[cH:10]2.[NH2:23][c:24]1[c:25]([C:26](=[O:27])[OH:28])[c:29]([F:33])[cH:30][cH:31][cH:32]1>>[Cl:1][c:2]1[n:3][c:4]([NH:23][c:24]2[c:25]([C:26](=[O:27])[OH:28])[c:29]([F:33])[cH:30][cH:31][cH:32]2)[c:5]2[c:6]([n:7]1)[n:8]([S:12](=[O:13])(=[O:14])[c:15]1[cH:16][cH:17][c:18]([CH3:21])[cH:19][cH:20]1)[c:9]([CH3:11])[cH:10]2.